This data is from the Open Reaction Database (ORD), a public repository of structured organic reaction records. The task is: describe an organic reaction: reactants, conditions, products, and yield Reaction SMILES: [S:1]1[C:13]2[C:12]3[CH:11]=[CH:10][CH:9]=[CH:8][C:7]=3[NH:6][C:5]=2[C:4](=[O:14])[CH:3]=[CH:2]1.Cl[CH2:16][CH2:17][N:18]1[CH2:23][CH2:22][O:21][CH2:20][CH2:19]1>>[O:21]1[CH2:22][CH2:23][N:18]([CH2:17][CH2:16][N:6]2[C:7]3[CH:8]=[CH:9][CH:10]=[CH:11][C:12]=3[C:13]3[S:1][CH:2]=[CH:3][C:4](=[O:14])[C:5]2=3)[CH2:19][CH2:20]1. Procedure details: -- 4.8 g of thiopyrano [3,2-b]indol-4(5H)-one and 15 g of chloroethylmorpholine, are reacted in the same manner as described in Example 14, except that the crude free base crystallized. This is filtered and recrystallized from methylenechloride-hexane to give 5.1 g of product, mp 136°-137° C. Isolated yield 68.0%. Yields the product O1CCN(CC1)CCN1C2=C(C=3C=CC=CC13)SC=CC2=O (5-(2-Morpholinoethyl)thiopyrano[3,2-b]indol-4(5H)-one). Starting materials: S1C=CC(C=2NC=3C=CC=CC3C21)=O (thiopyrano [3,2-b]indol-4(5H)-one), ClCCN1CCOCC1 (chloroethylmorpholine). Reactants: OC=1C(=C2CCC(OC2=C(C1C)C)(C(=O)N)C)C (6-hydroxy-2,5,7,8-tetramethylchroman-2-carboxamide), resultant mixture, resultant mixture. Solvent: C1CCOC1 (THF), Cl (hydrochloric acid). Product: amine, NCC1(OC2=C(C(=C(C(=C2CC1)C)O)C)C)C (2-aminomethyl-6-hydroxy-2,5,7,8-tetramethylchroman). Isolated yield 55.0%. RXN SMILES: [OH:1][C:2]1[C:3]([CH3:18])=[C:4]2[C:9](=[C:10]([CH3:13])[C:11]=1[CH3:12])[O:8][C:7]([CH3:17])([C:14]([NH2:16])=O)[CH2:6][CH2:5]2>C1COCC1.Cl>[NH2:16][CH2:14][C:7]1([CH3:17])[CH2:6][CH2:5][C:4]2[C:9](=[C:10]([CH3:13])[C:11]([CH3:12])=[C:2]([OH:1])[C:3]=2[CH3:18])[O:8]1. Procedure: To a solution of 6-hydroxy-2,5,7,8-tetramethylchroman-2-carboxamide (1.0 g, 4.0 mmol) in THF (30 mL) was added boranemethyl sulfide complex (10 M, 1.9 mL, 19 mmol). The resultant mixture was refluxed for 7 h. To the resultant reaction mixture was added IN hydrochloric acid (9.6 mL) under ice-cooling, and the resultant mixture was further refluxed for 2 h followed by concentration under reduced pressure. The residue was extracted with ethyl acetate after addition of 1N aqueous solution of sodium ... The reactants are C(C)(C)(C)C=1N=C(SC1)CCC=1C=C(C(=O)NC2=C(C=CC(=C2)CCCS(=O)(=O)C2=CC=C(C=C2)Cl)OCC#N)C=CC1 (3-[2-(4-tert-butyl-2-thiazolyl)ethyl]-5'-[3-(4-chlorophenylsulfonyl)propyl]-2'-cyanomethoxybenzanilide), [Cl-].[NH4+] (ammonium chloride), [N-]=[N+]=[N-].[Na+] (sodium azide), C(CC(O)(C(=O)O)CC(=O)O)(=O)O (citric acid). Solvent: CN(C=O)C (Dimethylformamide). Run at temperature 70 celsius, time 12 hour. Product: C(C)(C)(C)C=1N=C(SC1)CCC=1C=C(C(=O)NC2=C(C=CC(=C2)CCCS(=O)(=O)C2=CC=C(C=C2)Cl)OCC2=NN=NN2)C=CC1 (3-[2-(4-tert-butyl-2-thiazolyl)ethyl]-5'-[3-(4-chlorophenylsulfonyl)propyl]-2'-(1H-tetrazol-5-ylmethoxy)benzanilide). Yield: 55.6%. As a reaction SMILES: [C:1]([C:5]1[N:6]=[C:7]([CH2:10][CH2:11][C:12]2[CH:13]=[C:14]([CH:41]=[CH:42][CH:43]=2)[C:15]([NH:17][C:18]2[CH:23]=[C:22]([CH2:24][CH2:25][CH2:26][S:27]([C:30]3[CH:35]=[CH:34][C:33]([Cl:36])=[CH:32][CH:31]=3)(=[O:29])=[O:28])[CH:21]=[CH:20][C:19]=2[O:37][CH2:38][C:39]#[N:40])=[O:16])[S:8][CH:9]=1)([CH3:4])([CH3:3])[CH3:2].[Cl-].[NH4+].[N-:46]=[N+:47]=[N-:48].[Na+].C(O)(=O)CC(CC(O)=O)(C(O)=O)O>CN(C)C=O>[C:1]([C:5]1[N:6]=[C:7]([CH2:10][CH2:11][C:12]2[CH:13]=[C:14]([CH:41]=[CH:42][CH:43]=2)[C:15]([NH:17][C:18]2[CH:23]=[C:22]([CH2:24][CH2:25][CH2:26][S:27]([C:30]3[CH:31]=[CH:32][C:33]([Cl:36])=[CH:34][CH:35]=3)(=[O:29])=[O:28])[CH:21]=[CH:20][C:19]=2[O:37][CH2:38][C:39]2[NH:48][N:47]=[N:46][N:40]=2)=[O:16])[S:8][CH:9]=1)([CH3:4])([CH3:2])[CH3:3] |f:1.2,3.4|. Procedure details: Dimethylformamide (5.0 ml) was added to a mixture of 3-[2-(4-tert-butyl-2-thiazolyl)ethyl]-5'-[3-(4-chlorophenylsulfonyl)propyl]-2'-cyanomethoxybenzanilide (0.57 g, 0.90 mmol), ammonium chloride (96 mg, 1.8 mmol) and sodium azide (0.12 g, 1.9 mmol), and the resulting mixture was stirred at 70° C. for 12 hours. Ice and 10% citric acid aqueous solution were added to the reaction solution, and the product formed was extracted with ethyl acetate. The resulting organic layer was washed with water and...